This data is from the Open Reaction Database (ORD), a public repository of structured organic reaction records. The task is: describe an organic reaction: reactants, conditions, products, and yield Reactants: FC1([C@@]2(N=C(COC1)N)CCCC1=CC=C(C=C12)N)F ((R)-6′,6′-difluoro-3,4,6′,7′-tetrahydro-2H,2′H-spiro[naphthalene-1,5′-[1,4]oxazepine]-3′,7-diamine), ClC=1C=CC(=NC1)C(=O)O (5-chloropicolinic acid). The product is NC=1COCC([C@@]2(N1)CCCC1=CC=C(C=C12)NC(C1=NC=C(C=C1)Cl)=O)(F)F ((R)—N-(3′-Amino-6′,6′-difluoro-3,4,6′,7′-tetrahydro-2H,2′H-spiro[naphthalene-1,5′-[1,4]oxazepine]-7-yl)-5-chloropicolinamide). The yield is 45.0%. As a reaction SMILES: [F:1][C:2]1([F:20])[CH2:8][O:7][CH2:6][C:5]([NH2:9])=[N:4][C@@:3]21[C:18]1[C:13](=[CH:14][CH:15]=[C:16]([NH2:19])[CH:17]=1)[CH2:12][CH2:11][CH2:10]2.[Cl:21][C:22]1[CH:23]=[CH:24][C:25]([C:28](O)=[O:29])=[N:26][CH:27]=1>>[NH2:9][C:5]1[CH2:6][O:7][CH2:8][C:2]([F:1])([F:20])[C@@:3]2([C:18]3[C:13](=[CH:14][CH:15]=[C:16]([NH:19][C:28](=[O:29])[C:25]4[CH:24]=[CH:23][C:22]([Cl:21])=[CH:27][N:26]=4)[CH:17]=3)[CH2:12][CH2:11][CH2:10]2)[N:4]=1. Reported procedure: The condensation of (R)-6′,6′-difluoro-3,4,6′,7′-tetrahydro-2H,2′H-spiro[naphthalene-1,5′-[1,4]oxazepine]-3′,7-diamine (intermediate C4.1) and 5-chloropicolinic acid yielded the title compound (45% yield) as an off-white solid. MS (ISP): m/z=421.1 [M+H]+. Reactants: CC1OC12CCN(C(=O)OCc1ccccc1)C2, ClCCl, F, [NH4+], [OH-], c1ccncc1. Product: CC(O)C1(F)CCN(C(=O)OCc2ccccc2)C1. Reaction SMILES: [CH2:1]([c:2]1[cH:3][cH:4][cH:5][cH:6][cH:7]1)[O:8][C:9](=[O:10])[N:11]1[CH2:12][C:13]2([CH:14]([CH3:16])[O:15]2)[CH2:17][CH2:18]1.[Cl:28][CH2:29][Cl:30].[FH:25].[NH4+:26].[OH-:27].[n:19]1[cH:20][cH:21][cH:22][cH:23][cH:24]1>>[CH2:1]([c:2]1[cH:3][cH:4][cH:5][cH:6][cH:7]1)[O:8][C:9](=[O:10])[N:11]1[CH2:12][C:13]([CH:14]([OH:15])[CH3:16])([F:25])[CH2:17][CH2:18]1. Starting materials: C1(=CC=CC=C1)[Mg]Br (PhMgBr), C(C)OCC (diethyl ether), C(C)OC(C1=C(C(=C(C=C1)Br)C)I)=O (4-Bromo-2-iodo-3-methyl-benzoic acid ethyl ester), [Li+].[Cl-] (LiCl), C(C1=CC=CC=C1)=O (Benzaldehyde). Solvent: C1CCOC1 (THF), [Cl-].[NH4+] (ammonium chloride). Run at temperature -10 celsius, time 2 hour. Product: BrC=1C(=C2C(OC(C2=CC1)=O)C1=CC=CC=C1)C (5-Bromo-4-methyl-3-phenyl-3H-isobenzofuran-1-one). As a reaction SMILES: [C:1]1([Mg]Br)[CH:6]=[CH:5]C=[CH:3][CH:2]=1.C(OCC)C.[CH2:14]([O:16][C:17](=[O:27])[C:18]1[CH:23]=[CH:22][C:21]([Br:24])=[C:20]([CH3:25])[C:19]=1I)[CH3:15].[Li+].[Cl-].C(=O)C1C=CC=CC=1>C1COCC1.[Cl-].[NH4+]>[Br:24][C:21]1[C:20]([CH3:25])=[C:19]2[C:18](=[CH:23][CH:22]=1)[C:17](=[O:27])[O:16][CH:14]2[C:15]1[CH:5]=[CH:6][CH:1]=[CH:2][CH:3]=1 |f:3.4,7.8|. Reported procedure: 3M PhMgBr in diethyl ether (1.7 mL, 5.07 mmol, 1.1 eq.) is added dropwise to the solution of 4-Bromo-2-iodo-3-methyl-benzoic acid ethyl ester (1.7 g, 4.61 mmol), LiCl (195 mg, 4.61 mmol) in dry THF (50 mL) at −10° C. The mixture is stirred at −10° C. for 2 hours. Benzaldehyde (0.977 g, 9.22 mmol) is slowly added to mixture at −10° C. This solution is stirred at room temperature for 16 hours and diluted with saturated aqueous ammonium chloride solution (100 mL). This solution is extracted with et... Starting materials: CCCC1C=CC(=O)C1, CCOC(C)=O, [H][H]. The product is CCCC1CCC(=O)C1. RXN SMILES: [CH2:1]([CH2:2][CH3:3])[CH:4]1[CH:5]=[CH:6][C:7](=[O:9])[CH2:8]1.[CH3:10][CH2:11][O:12][C:13](=[O:14])[CH3:15].[H:16][H:17]>>[CH2:1]([CH2:2][CH3:3])[CH:4]1[CH2:5][CH2:6][C:7](=[O:9])[CH2:8]1.